From a dataset of the Open Reaction Database (ORD), a public repository of structured organic reaction records. describe an organic reaction: reactants, conditions, products, and yield Product: ClC=1C=CC(=C(C(=O)O)C1)NC(COCC(=O)NC1=CC(=CC=C1)C=1C=NN(C1)C)=O (5-chloro-2-([(2-([3-(1-methyl-1H-pyrazol-4-yl)phenyl]amino)-2-oxoethoxy)acetyl]amino)benzoic acid). Reactants: CC1(OB(OC1(C)C)C=1C=NN(C1)C)C (4-(4,4,5,5-tetramethyl-1,3,2-dioxaborolan-2-yl)-1-methylpyrazole), BrC=1C=C(C=CC1)NC(COCC(=O)NC1=C(C(=O)O)C=C(C=C1)Cl)=O (2-[((2-[(3-bromophenyl)amino]-2-oxoethoxy)acetyl)amino]-5-chlorobenzoic acid), methyl ester. Procedure details: Using the same method as in Example 5-(i), 4-(4,4,5,5-tetramethyl-1,3,2-dioxaborolan-2-yl)-1-methylpyrazole was reacted with the 2-[((2-[(3-bromophenyl)amino]-2-oxoethoxy)acetyl)amino]-5-chlorobenzoic acid.methyl ester obtained in Example 19-(i) to give 5-chloro-2-([(2-([3-(1-methyl-1H-pyrazol-4-yl)phenyl]amino)-2-oxoethoxy)acetyl]amino)benzoic acid.methyl ester (yield: 56%). Reaction SMILES: CC1(C)C(C)(C)OB([C:9]2[CH:10]=[N:11][N:12]([CH3:14])[CH:13]=2)O1.Br[C:17]1[CH:18]=[C:19]([NH:23][C:24](=[O:41])[CH2:25][O:26][CH2:27][C:28]([NH:30][C:31]2[CH:39]=[CH:38][C:37]([Cl:40])=[CH:36][C:32]=2[C:33]([OH:35])=[O:34])=[O:29])[CH:20]=[CH:21][CH:22]=1>>[Cl:40][C:37]1[CH:38]=[CH:39][C:31]([NH:30][C:28](=[O:29])[CH2:27][O:26][CH2:25][C:24]([NH:23][C:19]2[CH:20]=[CH:21][CH:22]=[C:17]([C:9]3[CH:10]=[N:11][N:12]([CH3:14])[CH:13]=3)[CH:18]=2)=[O:41])=[C:32]([CH:36]=1)[C:33]([OH:35])=[O:34]. Reactants: C#CCBr, CCCCCCCCCCCCCCN, CC(C)=O, [Na+], [Na+], O=C([O-])[O-]. The product is C#CCNCCCCCCCCCCCCCC. RXN SMILES: [CH2:22]([C:23]#[CH:24])[Br:25].[CH2:7]([CH2:8][CH2:9][CH2:10][CH2:11][CH2:12][CH2:13][CH2:14][CH2:15][CH2:16][CH2:17][CH2:18][CH2:19][CH3:20])[NH2:21].[CH3:26][C:27](=[O:28])[CH3:29].[Na+:1].[Na+:2].[O-:3][C:4](=[O:5])[O-:6]>>[CH2:7]([CH2:8][CH2:9][CH2:10][CH2:11][CH2:12][CH2:13][CH2:14][CH2:15][CH2:16][CH2:17][CH2:18][CH2:19][CH3:20])[NH:21][CH2:24][C:23]#[CH:22].